The task is: describe an organic reaction: reactants, conditions, products, and yield. This data is from the Open Reaction Database (ORD), a public repository of structured organic reaction records. Starting materials: CC#N, NC1CC1, CCOC(=O)c1cnc2c(cnn2CC)c1Cl. Yields the product CCOC(=O)c1cnc2c(cnn2CC)c1NC1CC1. RXN SMILES: [CH3:22][C:23]#[N:24].[CH:18]1([NH2:21])[CH2:19][CH2:20]1.[Cl:1][c:2]1[c:3]2[c:4]([n:5][cH:6][c:7]1[C:8](=[O:9])[O:10][CH2:11][CH3:12])[n:13]([CH2:16][CH3:17])[n:14][cH:15]2>>[c:2]1([NH:21][CH:18]2[CH2:19][CH2:20]2)[c:3]2[c:4]([n:5][cH:6][c:7]1[C:8](=[O:9])[O:10][CH2:11][CH3:12])[n:13]([CH2:16][CH3:17])[n:14][cH:15]2.